From a dataset of the Open Reaction Database (ORD), a public repository of structured organic reaction records. describe an organic reaction: reactants, conditions, products, and yield The reactants are C(C)(C)CC(C)(C)C (isooctane), [N+](=O)([O-])C1=CC=C2C=3C=CC(=CC3CC2=C1)N=C=O (7-nitro-2-fluorenylisocyanate), 4'-nitrobiphenyl-4-isocyanate, 4'-nitrostilbene-4-isocyanate. Conditions: time 1 hour. Yields the product nitroisocyanates, C1(=CC=CC=C1)C1=CC=CC=C1 (biphenyl), C1=CC=CC=2C3=CC=CC=C3C=CC12 (phenanthrene), C=1C=CC2=C(C1)CCC3=C2C=CC=C3 (dihydrophenanthrene), C1=CC=CC2=CC=CC=C12 (naphthalene). Reaction SMILES: [N+]([C:4]1[CH:16]=[C:15]2[C:7]([C:8]3[CH:9]=[CH:10][C:11](N=C=O)=[CH:12][C:13]=3[CH2:14]2)=[CH:6][CH:5]=1)([O-])=O.[CH:20](CC(C)(C)C)(C)C>>[C:7]1([C:8]2[CH:13]=[CH:12][CH:11]=[CH:10][CH:9]=2)[CH:15]=[CH:16][CH:4]=[CH:5][CH:6]=1.[CH:16]1[C:15]2[CH:20]=[CH:14][C:13]3[C:8](=[CH:9][CH:10]=[CH:11][CH:12]=3)[C:7]=2[CH:6]=[CH:5][CH:4]=1.[CH:11]1[CH:10]=[CH:9][C:8]2[C:7]3[CH:6]=[CH:5][CH:4]=[CH:16][C:15]=3[CH2:14][CH2:20][C:13]=2[CH:12]=1.[CH:9]1[C:8]2[C:13](=[CH:14][CH:15]=[CH:16][CH:4]=2)[CH:12]=[CH:11][CH:10]=1. Procedure details: In a flask fitted with an air-cooled condenser was added 2-amino-7-nitrofluorene (2.26 grams), ethylene dichloride (25.0 grams) and trichloromethylchloroformate (1.98 grams). The reaction mixture was heated on a steam bath for about 16 hours before the hot mixture was filtered and the solids washed with ethylene dichloride (25 grams). To the combined filtrate was added hot isooctane (50 grams) and the resulting solution allowed to cool to room temperature. The crystals were filtered off, washed ... The reactants are FC1=C(C=CC=C1)C1CC(=CC(C1)=O)C (5-(2-fluorophenyl)-3-methyl-2-cyclohexen-1-one), [BH4-].[Na+] (sodium borohydride), [BH4-].[Na+] (sodium borohydride), Cl (hydrochloric acid), [BH4-].[Na+] (sodium borohydride). Solvent: C(C)O (ethanol), C(C)O (ethanol). Run at time 2 hour. Product: FC1=C(C=CC=C1)C1CC(=CC(C1)O)C (5-(2-fluorophenyl)-3-methyl-2-cyclohexen-1-ol). Isolated yield 95.1%. RXN SMILES: [BH4-].[Na+].[F:3][C:4]1[CH:9]=[CH:8][CH:7]=[CH:6][C:5]=1[CH:10]1[CH2:15][C:14](=[O:16])[CH:13]=[C:12]([CH3:17])[CH2:11]1.Cl>C(O)C>[F:3][C:4]1[CH:9]=[CH:8][CH:7]=[CH:6][C:5]=1[CH:10]1[CH2:15][CH:14]([OH:16])[CH:13]=[C:12]([CH3:17])[CH2:11]1 |f:0.1|. Procedure: To a stirred mixture of sodium borohydride (2.0 g, 0.05 mole) in 400 ml of ethanol was added in one portion 5-(2-fluorophenyl)-3-methyl-2-cyclohexen-1-one (42.3 g, 0.21 mole) in 50 ml of ethanol. The reaction mixture was heated under reflux for 16 hours. An additional 2.0 g of sodium borohydride was then added to the reaction mixture and heating under reflux continued for an additional 2 hours. Again, 2.0 g of sodium borohydride was added to the reaction mixture and heating under reflux continue... Starting materials: FC1=C(C=C(C(=C1F)F)F)C(Cl)(Cl)Cl (2,3,4,5-tetrafluorobenzotrichloride), residue, C(=O)O (formic acid). Reagents/catalysts: [Fe](Cl)(Cl)Cl (iron(III) chloride). The product is FC1=C(C(=O)Cl)C=C(C(=C1F)F)F (2,3,4,5-tetrafluorobenzoyl chloride). The yield is 93.0%. As a reaction SMILES: [F:1][C:2]1[C:7]([F:8])=[C:6]([F:9])[C:5]([F:10])=[CH:4][C:3]=1[C:11]([Cl:14])(Cl)Cl.C(O)=[O:16]>[Fe](Cl)(Cl)Cl>[F:1][C:2]1[C:7]([F:8])=[C:6]([F:9])[C:5]([F:10])=[CH:4][C:3]=1[C:11]([Cl:14])=[O:16]. Procedure: 268 g of 2,3,4,5-tetrafluorobenzotrichloride were added to the distillation residue (approximately 20 g) and 2.7 g of iron(III) chloride were added. The mixture was reacted with formic acid in a similar manner to a). 198 g (93% of theory) of 2,3,4,5-tetrafluorobenzoyl chloride were obtained.